Dataset: the Open Reaction Database (ORD), a public repository of structured organic reaction records. Task: describe an organic reaction: reactants, conditions, products, and yield Reactants: ClC=1C=C(C(C(=O)O)=CC1)N (4-chloroanthranilic acid), CO.N (ammonia methanol). Reaction conditions: time 2 hour. Product: ClC=1C=C(C(C(=O)[O-])=CC1)N.[NH4+] (ammonium 4-chloroanthranilate). Yield: 95.0%. As a reaction SMILES: [Cl:1][C:2]1[CH:3]=[C:4]([NH2:11])[C:5](=[CH:9][CH:10]=1)[C:6]([OH:8])=[O:7].CO.[NH3:14]>>[Cl:1][C:2]1[CH:3]=[C:4]([NH2:11])[C:5](=[CH:9][CH:10]=1)[C:6]([O-:8])=[O:7].[NH4+:14] |f:1.2,3.4|. Procedure details: In a 50 mL volume glass vessel equipped with a stirrer and a thermometer were placed 5.0 g (29.1 mmol) of 4-chloroanthranilic acid and 20 mL (156 mmol) of 15 wt. % ammonia methanol solution. The reaction was carried out for 2 hours at room temperature. After the reaction was complete, the reaction mixture was concentrated under reduced pressure, to obtain 5.0 g (isolated yield: 95%) of ammonium 4-chloroanthranilate as white solid.